From a dataset of the Open Reaction Database (ORD), a public repository of structured organic reaction records. describe an organic reaction: reactants, conditions, products, and yield The reactants are COC(CNCC1=CC(=C(C=C1)CN(C1CCCC=2C=CC=NC12)CC1=NC=C(C=C1C)C)CO)=O ((4-{[(3,5-Dimethyl-pyridin-2-ylmethyl)-(5,6,7,8-tetrahydro-quinolin-8-yl)-amino]-methyl}-3-hydroxymethyl-benzylamino)-acetic acid methyl ester), [H-].[H-].[H-].[H-].[Li+].[Al+3] (LiAlH4). The solvent is C1CCOC1 (THF). Run at time 1 hour. The product is [NH4+].[OH-] (NH4OH), CC=1C(=NC=C(C1)C)CN(C1CCCC=2C=CC=NC12)CC1=C(C=C(CNCCO)C=C1)CO (2-(4-{[(3,5-dimethyl-pyridin-2-ylmethyl)-(5,6,7,8-tetrahydro-quinolin-8-yl)-amino]-methyl}-3-hydroxymethyl-benzylamino)-ethanol). Isolated yield 75.2%. RXN SMILES: C[O:2][C:3](=O)[CH2:4][NH:5][CH2:6][C:7]1[CH:12]=[CH:11][C:10]([CH2:13][N:14]([CH2:25][C:26]2[C:31]([CH3:32])=[CH:30][C:29]([CH3:33])=[CH:28][N:27]=2)[CH:15]2[C:24]3[N:23]=[CH:22][CH:21]=[CH:20][C:19]=3[CH2:18][CH2:17][CH2:16]2)=[C:9]([CH2:34][OH:35])[CH:8]=1.[H-].[H-].[H-].[H-].[Li+].[Al+3]>C1COCC1>[NH4+:5].[OH-:2].[CH3:32][C:31]1[C:26]([CH2:25][N:14]([CH2:13][C:10]2[CH:11]=[CH:12][C:7]([CH2:6][NH:5][CH2:4][CH2:3][OH:2])=[CH:8][C:9]=2[CH2:34][OH:35])[CH:15]2[C:24]3[N:23]=[CH:22][CH:21]=[CH:20][C:19]=3[CH2:18][CH2:17][CH2:16]2)=[N:27][CH:28]=[C:29]([CH3:33])[CH:30]=1 |f:1.2.3.4.5.6,8.9|. Procedure details: To a solution of (4-{[(3,5-Dimethyl-pyridin-2-ylmethyl)-(5,6,7,8-tetrahydro-quinolin-8-yl)-amino]-methyl}-3-hydroxymethyl-benzylamino)-acetic acid methyl ester (0.128 g, 0.26 mmol) in THF was added LiAlH4 (0.049 g, 1.30 mmol). The resulting slurry rapidly bubbled for the first minute and then gas production subsided. The mixture was stirred at room temperature for one hour and then was quenched with saturated aqueous NH4Cl (20 mL) and extracted with 98:2 (CHCl3/MeOH) (5×40 mL). The combined orga...